This data is from the Open Reaction Database (ORD), a public repository of structured organic reaction records. The task is: describe an organic reaction: reactants, conditions, products, and yield Reactants: C1CCOC1, Cc1ccc(S(=O)(=O)Cl)cc1, c1ccncc1, OCCCc1c[nH]c2ccccc12. RXN SMILES: [CH2:31]1[O:32][CH2:33][CH2:34][CH2:35]1.[c:20]1([CH3:30])[cH:21][cH:22][c:23]([S:26](=[O:27])(=[O:28])[Cl:29])[cH:24][cH:25]1.[cH:14]1[cH:15][cH:16][n:17][cH:18][cH:19]1.[nH:1]1[cH:2][c:3]([CH2:10][CH2:11][CH2:12][OH:13])[c:4]2[cH:5][cH:6][cH:7][cH:8][c:9]12>>[nH:1]1[cH:2][c:3]([CH2:10][CH2:11][CH2:12][O:13][S:26]([c:23]2[cH:22][cH:21][c:20]([CH3:30])[cH:25][cH:24]2)(=[O:27])=[O:28])[c:4]2[cH:5][cH:6][cH:7][cH:8][c:9]12. Yields the product Cc1ccc(S(=O)(=O)OCCCc2c[nH]c3ccccc23)cc1.